From a dataset of the Open Reaction Database (ORD), a public repository of structured organic reaction records. describe an organic reaction: reactants, conditions, products, and yield The reactants are Cn1ncc(Cl)c1-c1sc(C(=O)O)cc1Br, CCN(C(C)C)C(C)C, ClC(Cl)Cl, NC(Cc1ccccc1C(F)(F)F)CN1C(=O)c2ccccc2C1=O. Product: Cn1ncc(Cl)c1-c1sc(C(=O)NC(Cc2ccccc2C(F)(F)F)CN2C(=O)c3ccccc3C2=O)cc1Br. Reaction SMILES: [Br:1][c:2]1[cH:3][c:4]([C:14](=[O:15])[OH:16])[s:5][c:6]1-[c:7]1[c:8]([Cl:13])[cH:9][n:10][n:11]1[CH3:12].[CH:42]([N:43]([CH2:44][CH3:45])[CH:46]([CH3:47])[CH3:48])([CH3:49])[CH3:50].[CH:51]([Cl:52])([Cl:53])[Cl:54].[NH2:17][CH:18]([CH2:19][N:20]1[C:21](=[O:30])[c:22]2[cH:23][cH:24][cH:25][cH:26][c:27]2[C:28]1=[O:29])[CH2:31][c:32]1[c:33]([C:38]([F:39])([F:40])[F:41])[cH:34][cH:35][cH:36][cH:37]1>>[Br:1][c:2]1[cH:3][c:4]([C:14](=[O:16])[NH:17][CH:18]([CH2:19][N:20]2[C:21](=[O:30])[c:22]3[cH:23][cH:24][cH:25][cH:26][c:27]3[C:28]2=[O:29])[CH2:31][c:32]2[c:33]([C:38]([F:39])([F:40])[F:41])[cH:34][cH:35][cH:36][cH:37]2)[s:5][c:6]1-[c:7]1[c:8]([Cl:13])[cH:9][n:10][n:11]1[CH3:12].